From a dataset of the Open Reaction Database (ORD), a public repository of structured organic reaction records. describe an organic reaction: reactants, conditions, products, and yield Reactants: BrC=1C(=C(SC1N1CCOCC1)C(=O)OCC)CC1=CC(=C(C=C1)Cl)Cl (ethyl 4-bromo-3-(3,4-dichlorobenzyl)-5-(morpholin-4-yl)thiophene-2-carboxylate), CC(C)C1=CC(=C(C(=C1)C(C)C)C2=C(C=CC=C2)P(C3CCCCC3)C4CCCCC4)C(C)C (XPhos), CsCO3, C1(=CC=CC=C1)C#C (phenylacetylene), CN(C)C=O (DMF). The reagents and catalysts are CC#N.CC#N.Cl[Pd]Cl (bis(acetonitrile)palladium(II) chloride). The solvent is CCOC(=O)C (EtOAc), O (water). Reaction conditions: temperature 50 celsius. Product: ClC=1C=C(CC2=C(SC(=C2C#CC2=CC=CC=C2)N2CCOCC2)C(=O)OCC)C=CC1Cl (ethyl 3-(3,4-dichlorobenzyl)-5-(morpholin-4-yl)-4-(phenylethynyl)thiophene-2-carboxylate). Yield: 248.4%. RXN SMILES: Br[C:2]1[C:3]([CH2:18][C:19]2[CH:24]=[CH:23][C:22]([Cl:25])=[C:21]([Cl:26])[CH:20]=2)=[C:4]([C:13]([O:15][CH2:16][CH3:17])=[O:14])[S:5][C:6]=1[N:7]1[CH2:12][CH2:11][O:10][CH2:9][CH2:8]1.[CH3:27][CH:28]([C:30]1[CH:35]=[C:34](C(C)C)[C:33](C2C=CC=CC=2P(C2CCCCC2)C2CCCCC2)=[C:32](C(C)C)[CH:31]=1)C.C1(C#C)C=CC=CC=1.CN(C=O)C>CCOC(C)=O.O.CC#N.CC#N.Cl[Pd]Cl>[Cl:26][C:21]1[CH:20]=[C:19]([CH:24]=[CH:23][C:22]=1[Cl:25])[CH2:18][C:3]1[C:2]([C:27]#[C:28][C:30]2[CH:35]=[CH:34][CH:33]=[CH:32][CH:31]=2)=[C:6]([N:7]2[CH2:12][CH2:11][O:10][CH2:9][CH2:8]2)[S:5][C:4]=1[C:13]([O:15][CH2:16][CH3:17])=[O:14] |f:6.7.8|. Reported procedure: To a suspension of ethyl 4-bromo-3-(3,4-dichlorobenzyl)-5-(morpholin-4-yl)thiophene-2-carboxylate (0.125 g, 0.000222 mol), XPhos (0.0172 g, 0.0000362 mol), CsCO3 (0.199 g, 0.000612 mol) and phenylacetylene (0.146 mL, 0.00133 mol) in DMF (1.2 mL, 0.015 mol) was added bis(acetonitrile)palladium(II) chloride (0.00288 g, 0.0000111 mol) and the mixture was heated at 50° C. overnight. The reaction mixture was diluted with EtOAc (30 mL) and water (15 mL), and the layers were separated. The aqueous laye...